This data is from the Open Reaction Database (ORD), a public repository of structured organic reaction records. The task is: describe an organic reaction: reactants, conditions, products, and yield The reactants are P(=O)(O)([O-])[O-].[K+].[K+] (dipotassium hydrogen phosphate), COCOCC(C(=O)O)(C)C (3-methoxymethoxy-2,2-dimethylpropionic acid), S(=O)(=O)(OCCl)Cl (chloromethyl chlorosulfate). The reagents and catalysts are S(=O)(=O)(O)[O-].C(CCC)[N+](CCCC)(CCCC)CCCC (tetrabutylammonium hydrogen sulfate). The solvent is CC(C)(C)OC (TBME), O (Water), CC(C)(C)OC (TBME), O (water). Reaction conditions: temperature 0 celsius. Product: ClCOC(C(COCOC)(C)C)=O (3-methoxymethoxy-2,2-dimethylpropionic acid chloromethyl ester). As a reaction SMILES: P([O-])([O-])(O)=O.[K+].[K+].[CH3:8][O:9][CH2:10][O:11][CH2:12][C:13]([CH3:18])([CH3:17])[C:14]([OH:16])=[O:15].S(Cl)(O[CH2:23][Cl:24])(=O)=O>S([O-])(O)(=O)=O.C([N+](CCCC)(CCCC)CCCC)CCC.CC(OC)(C)C.O>[Cl:24][CH2:23][O:15][C:14](=[O:16])[C:13]([CH3:18])([CH3:17])[CH2:12][O:11][CH2:10][O:9][CH3:8] |f:0.1.2,5.6|. Procedure: To a mixture of water (240 mL) and TBME (360 mL), dipotassium hydrogen phosphate (246 g), tetrabutylammonium hydrogen sulfate (9.65 g) and 3-methoxymethoxy-2,2-dimethylpropionic acid (45.8 g) were sequentially added. The mixture was cooled to 0° C., and chloromethyl chlorosulfate [CAS No. 49715-04-0] (42.1 mL) was added dropwise thereto with stirring, followed by stirring the resulting mixture overnight at room temperature. Water (1.3 L) and TBME (800 mL) were added to the mixture. After shaking... The reactants are CC1(C(NNC1)=O)C (4,4-dimethyl-3-pyrazolidinone), C(C1=CC=CC=C1)Br (benzyl bromide), C(=O)(O)[O-].[Na+] (NaHCO3). The solvent is C(C)O (ethanol), C(C)OCC (diethyl ether). Yields the product C(C1=CC=CC=C1)N1NC(C(C1)(C)C)=O (1-Benzyl-4,4-dimethyl-3-pyrazolidinone). Yield: 52.0%. As a reaction SMILES: [CH3:1][C:2]1([CH3:8])[CH2:6][NH:5][NH:4][C:3]1=[O:7].[CH2:9](Br)[C:10]1[CH:15]=[CH:14][CH:13]=[CH:12][CH:11]=1.C([O-])(O)=O.[Na+]>C(O)C.C(OCC)C>[CH2:9]([N:5]1[CH2:6][C:2]([CH3:8])([CH3:1])[C:3](=[O:7])[NH:4]1)[C:10]1[CH:15]=[CH:14][CH:13]=[CH:12][CH:11]=1 |f:2.3|. Procedure details: 4,4-dimethyl-3-pyrazolidinone [1.42 g] and benzyl bromide [1.78 mL] and NaHCO3 [1.26 g] were combined in 5 mL ethanol. The mixture was heated at reflux for 30 minutes. The reaction mixture was cooled to room temperature, diluted with diethyl ether (50 mL), dried with MgSO4, filtered and evaporated. The resulting oil was chromatographed on silica gel to yield 1.22 g (52%) of 1-Benzyl-4,4-dimethyl-3-pyrazolidinone as a light oil. 1H NMR: 7.6-7.2 (5H, m), 3.8-3.4 (4H, m), 1.2 (6H, s). Reactants: COC1=C(C=O)C(=C(C=C1C)OC)C (2,5-dimethoxy-3,6-dimethyl-benzaldehyde), C(C)(=O)[O-].[NH4+] (ammonium acetate), [N+](=O)([O-])CC (nitroethane). Run in C(C)(C)OC(C)C (diisopropyl ether). Yields the product COC1=C(C(=C(C(=C1)C)OC)C=C(C)[N+](=O)[O-])C (1,4-Dimethoxy-2,5-dimethyl-3-(2-nitro-1-propenyl)benzene). Isolated yield 99.0%. RXN SMILES: [CH3:1][O:2][C:3]1[C:10]([CH3:11])=[CH:9][C:8]([O:12][CH3:13])=[C:7]([CH3:14])[C:4]=1[CH:5]=O.C([O-])(=O)C.[NH4+].[N+:20]([CH2:23][CH3:24])([O-:22])=[O:21]>C(OC(C)C)(C)C>[CH3:13][O:12][C:8]1[CH:9]=[C:10]([CH3:11])[C:3]([O:2][CH3:1])=[C:4]([CH:5]=[C:23]([N+:20]([O-:22])=[O:21])[CH3:24])[C:7]=1[CH3:14] |f:1.2|. Procedure details: A mixture of 2,5-dimethoxy-3,6-dimethyl-benzaldehyde (4.0 g, 20 mmol), ammonium acetate (1 g, 13 mmol) and nitroethane (25 ml) was heated under reflux for 4 hours. The reaction mixture was diluted with diisopropyl ether, washed with water and saturated brine, dried over magnesium sulfate, filtered and concentrated under reduced pressure. The residue was purified by column chromatography on silica gel (hexane:isopropyl ether=95:5) and then recrystallized from methanol to obtain 5.1 g of the title... Reactants: CC(C)(C)OC(=O)NC1CCC(Nc2ncc3c(-c4ccnc(NCc5cccc(Cl)c5)n4)n[nH]c3n2)CC1, CO, Cl. The product is NC1CCC(Nc2ncc3c(-c4ccnc(NCc5cccc(Cl)c5)n4)n[nH]c3n2)CC1. RXN SMILES: [C:1]([O:2][C:3](=[O:4])[NH:7][CH:8]1[CH2:9][CH2:10][CH:11]([NH:14][c:15]2[n:16][cH:17][c:18]3[c:19]([n:20]2)[nH:21][n:22][c:23]3-[c:24]2[n:25][c:26]([NH:30][CH2:31][c:32]3[cH:33][c:34]([Cl:38])[cH:35][cH:36][cH:37]3)[n:27][cH:28][cH:29]2)[CH2:12][CH2:13]1)([CH3:5])([CH3:6])[CH3:39].[CH3:40][OH:41].[ClH:42]>>[NH2:7][CH:8]1[CH2:9][CH2:10][CH:11]([NH:14][c:15]2[n:16][cH:17][c:18]3[c:19]([n:20]2)[nH:21][n:22][c:23]3-[c:24]2[n:25][c:26]([NH:30][CH2:31][c:32]3[cH:33][c:34]([Cl:38])[cH:35][cH:36][cH:37]3)[n:27][cH:28][cH:29]2)[CH2:12][CH2:13]1. Starting materials: FC1=CC(=C(C=C1[N+](=O)[O-])N1C(N(C2=NC(=NC=C2C1)SC)C)=O)C (3-(4-fluoro-2-methyl-5-nitrophenyl)-1-methyl-7-(methylthio)-3,4-dihydropyrimido[4,5-d]pyrimidin-2(1H)-one), Cl (HCl). Reagents/catalysts: [Fe] (iron). The solvent is CCO (EtOH). Conditions: temperature 50 celsius, time 6 hour. The product is NC=1C(=CC(=C(C1)N1C(N(C2=NC(=NC=C2C1)SC)C)=O)C)F (3-(5-amino-4-fluoro-2-methylphenyl)-1-methyl-7-(methylthio)-3,4-dihydropyrimido[4,5-d]pyrimidin-2(1H)-one). The yield is 69.0%. RXN SMILES: [F:1][C:2]1[C:7]([N+:8]([O-])=O)=[CH:6][C:5]([N:11]2[CH2:20][C:19]3[C:14](=[N:15][C:16]([S:21][CH3:22])=[N:17][CH:18]=3)[N:13]([CH3:23])[C:12]2=[O:24])=[C:4]([CH3:25])[CH:3]=1.Cl>CCO.[Fe]>[NH2:8][C:7]1[C:2]([F:1])=[CH:3][C:4]([CH3:25])=[C:5]([N:11]2[CH2:20][C:19]3[C:14](=[N:15][C:16]([S:21][CH3:22])=[N:17][CH:18]=3)[N:13]([CH3:23])[C:12]2=[O:24])[CH:6]=1. Procedure: 3-(4-fluoro-2-methyl-5-nitrophenyl)-1-methyl-7-(methylthio)-3,4-dihydropyrimido[4,5-d]pyrimidin-2(1H)-one (3 g, 8.26 mmol) was added to a solution of HCl (1.6 g, 16.5 mmol) in EtOH (50 ml) followed by iron power (4.6 g, 80 mmol), and the resulting mixture was stirred at 50° C. for 6 hours. The mixture was filtered and the filtrate was neutralized with saturated Na2CO3 solution to pH 8 and the mixture was extracted with EtOAc (3×150 mL). The combined extracts were washed with brine, dried Na2SO4)...